This data is from the Open Reaction Database (ORD), a public repository of structured organic reaction records. The task is: describe an organic reaction: reactants, conditions, products, and yield Reactants: O=C1CCC(Cc2ccc(N3CC(=O)NS3(=O)=O)c(OCc3ccccc3)c2)N1, CCO, O. Yields the product O=C1CCC(Cc2ccc(N3CC(=O)NS3(=O)=O)c(O)c2)N1. RXN SMILES: [CH2:1]([c:2]1[cH:3][cH:4][cH:5][cH:6][cH:7]1)[O:8][c:9]1[c:10]([N:22]2[CH2:23][C:24](=[O:29])[NH:25][S:26]2(=[O:27])=[O:28])[cH:11][cH:12][c:13]([CH2:15][CH:16]2[NH:17][C:18](=[O:21])[CH2:19][CH2:20]2)[cH:14]1.[CH3:30][CH2:31][OH:32].[OH2:33]>>[OH:8][c:9]1[c:10]([N:22]2[CH2:23][C:24](=[O:29])[NH:25][S:26]2(=[O:27])=[O:28])[cH:11][cH:12][c:13]([CH2:15][CH:16]2[NH:17][C:18](=[O:21])[CH2:19][CH2:20]2)[cH:14]1.